This data is from the Open Reaction Database (ORD), a public repository of structured organic reaction records. The task is: describe an organic reaction: reactants, conditions, products, and yield Starting materials: C1COCCN1, ClCCl, CO, O=C(Cl)c1ccc2nc(C3CC3)n(Cc3ccccc3Cl)c2c1, Cl. The product is O=C(c1ccc2nc(C3CC3)n(Cc3ccccc3Cl)c2c1)C1CNCCO1. RXN SMILES: [CH2:25]1[CH2:26][O:27][CH2:28][CH2:29][NH:30]1.[CH2:33]([Cl:34])[Cl:35].[CH3:31][OH:32].[Cl:2][c:3]1[c:4]([CH2:5][n:6]2[c:7]([CH:18]3[CH2:19][CH2:20]3)[n:8][c:9]3[c:10]2[cH:11][c:12]([C:15](=[O:16])[Cl:17])[cH:13][cH:14]3)[cH:21][cH:22][cH:23][cH:24]1.[ClH:1]>>[Cl:2][c:3]1[c:4]([CH2:5][n:6]2[c:7]([CH:18]3[CH2:19][CH2:20]3)[n:8][c:9]3[c:10]2[cH:11][c:12]([C:15](=[O:16])[CH:26]2[CH2:25][NH:30][CH2:29][CH2:28][O:27]2)[cH:13][cH:14]3)[cH:21][cH:22][cH:23][cH:24]1. Reactants: CN1CCC(CC1)=O (1-Methyl-4-piperidone), FC(C1=CC=C(CN)C=C1)(F)F (4-trifluoromethylbenzylamine). The product is FC(C1=CC=C(CNC2CCN(CC2)C)C=C1)(F)F (4-(4-Triflouromethylbenzylamino)-1-methylpiperidin). As a reaction SMILES: [CH3:1][N:2]1[CH2:7][CH2:6][C:5](=O)[CH2:4][CH2:3]1.[F:9][C:10]([F:20])([F:19])[C:11]1[CH:18]=[CH:17][C:14]([CH2:15][NH2:16])=[CH:13][CH:12]=1>>[F:9][C:10]([F:19])([F:20])[C:11]1[CH:18]=[CH:17][C:14]([CH2:15][NH:16][CH:5]2[CH2:6][CH2:7][N:2]([CH3:1])[CH2:3][CH2:4]2)=[CH:13][CH:12]=1. Procedure: Starting materials: 1-Methyl-4-piperidone (1.13 g, 10.0 mmol, 1.0 eq.), 4-trifluoromethylbenzylamine (1.75 g, 1.0 eq.). Starting materials: BrB(Br)Br, COc1ccc(Cl)cc1-n1c(=O)[nH]c2cc(Cl)ccc21, ClCCl, O. The product is O=c1[nH]c2cc(Cl)ccc2n1-c1cc(Cl)ccc1O. RXN SMILES: [B:21]([Br:22])([Br:23])[Br:24].[Cl:1][c:2]1[cH:3][c:4]2[c:5]([n:6](-[c:10]3[c:11]([O:17][CH3:18])[cH:12][cH:13][c:14]([Cl:16])[cH:15]3)[c:7](=[O:9])[nH:8]2)[cH:19][cH:20]1.[Cl:26][CH2:27][Cl:28].[OH2:25]>>[Cl:1][c:2]1[cH:3][c:4]2[c:5]([n:6](-[c:10]3[c:11]([OH:17])[cH:12][cH:13][c:14]([Cl:16])[cH:15]3)[c:7](=[O:9])[nH:8]2)[cH:19][cH:20]1. Starting materials: O=C([O-])[O-], CN(C)C=O, N#CCCl, [K+], [K+], CCOC(=O)c1cc2c(C(F)(F)F)ccc(O)c2n1C. Yields the product CCOC(=O)c1cc2c(C(F)(F)F)ccc(OCC#N)c2n1C. RXN SMILES: [C:21](=[O:22])([O-:23])[O-:24].[CH3:31][N:32]([CH3:33])[CH:34]=[O:35].[Cl:27][CH2:28][C:29]#[N:30].[K+:25].[K+:26].[OH:1][c:2]1[cH:3][cH:4][c:5]([C:17]([F:18])([F:19])[F:20])[c:6]2[cH:7][c:8]([C:12](=[O:13])[O:14][CH2:15][CH3:16])[n:9]([CH3:11])[c:10]12>>[O:1]([c:2]1[cH:3][cH:4][c:5]([C:17]([F:18])([F:19])[F:20])[c:6]2[cH:7][c:8]([C:12](=[O:13])[O:14][CH2:15][CH3:16])[n:9]([CH3:11])[c:10]12)[CH2:28][C:29]#[N:30].